From a dataset of the Open Reaction Database (ORD), a public repository of structured organic reaction records. describe an organic reaction: reactants, conditions, products, and yield The reactants are COC(=O)CCc1ccc(OCc2cccc(-c3cccc(C=O)c3)c2)cc1, [O-][Cl+][O-], NS(=O)(=O)O, [Na+], C1CCOC1, O. Product: COC(=O)CCc1ccc(OCc2cccc(-c3cccc(C(=O)O)c3)c2)cc1. As a reaction SMILES: [CH:1](=[O:2])[c:3]1[cH:4][c:5](-[c:9]2[cH:10][c:11]([CH2:15][O:16][c:17]3[cH:18][cH:19][c:20]([CH2:23][CH2:24][C:25](=[O:26])[O:27][CH3:28])[cH:21][cH:22]3)[cH:12][cH:13][cH:14]2)[cH:6][cH:7][cH:8]1.[Cl+:34]([O-:35])[O-:36].[NH2:29][S:30]([OH:31])(=[O:32])=[O:33].[Na+:37].[O:38]1[CH2:39][CH2:40][CH2:41][CH2:42]1.[OH2:43]>>[C:1](=[O:2])([c:3]1[cH:4][c:5](-[c:9]2[cH:10][c:11]([CH2:15][O:16][c:17]3[cH:18][cH:19][c:20]([CH2:23][CH2:24][C:25](=[O:26])[O:27][CH3:28])[cH:21][cH:22]3)[cH:12][cH:13][cH:14]2)[cH:6][cH:7][cH:8]1)[OH:31].